From a dataset of the Open Reaction Database (ORD), a public repository of structured organic reaction records. describe an organic reaction: reactants, conditions, products, and yield Starting materials: [Br-].[Br-].[Br-].C1(=CC=CC=C1)[N+](C)(C)C.C1(=CC=CC=C1)[N+](C)(C)C.C1(=CC=CC=C1)[N+](C)(C)C (phenyltrimethylammonium tribromide), C(C)(=O)C=1C2=C(SC1)C=CC(=C2)C#N (3-acetylbenzo[b]thiophen-5-carbonitrile). Run in O1CCCC1 (tetrahydrofuran), O1CCCC1 (tetrahydrofuran). Run at time 2 hour. Yields the product BrCC(=O)C=1C2=C(SC1)C=CC(=C2)C#N (3-(bromoacetyl)benzo[b]thiophen-5-carbonitrile). The yield is 86.8%. Reaction SMILES: [Br-:1].[Br-].[Br-].C1([N+](C)(C)C)C=CC=CC=1.C1([N+](C)(C)C)C=CC=CC=1.C1([N+](C)(C)C)C=CC=CC=1.[C:34]([C:37]1[C:38]2[CH:45]=[C:44]([C:46]#[N:47])[CH:43]=[CH:42][C:39]=2[S:40][CH:41]=1)(=[O:36])[CH3:35]>O1CCCC1>[Br:1][CH2:35][C:34]([C:37]1[C:38]2[CH:45]=[C:44]([C:46]#[N:47])[CH:43]=[CH:42][C:39]=2[S:40][CH:41]=1)=[O:36] |f:0.1.2.3.4.5|. Procedure: A solution of phenyltrimethylammonium tribromide (2.8 g) in tetrahydrofuran (5 ml) was added dropwise under nitrogen over 30 minutes to a stirred solution of 3-acetylbenzo[b]thiophen-5-carbonitrile (1.5 g) in tetrahydrofuran (50 ml), then the mixture was stirred at ambient temperature for 2 hours. The resulting solid was collected by filtration and triturated with a hot mixture of ethanol (21 ml) and acetic acid (14 ml). The product was collected by filtration and dried in vacuo to give 3-(bromo... Reactants: Cl.ClCC(=O)NC1=CC=C(C=C1)N=C(C)N(C)C (N'-(4-Chloroacetylaminophenyl)-N,N-dimethylacetamidine hydrochloride). Solvent: O1CCCC1 (tetrahydrofuran). Yields the product NC1=CC=C(C=C1)N=C(C)N(C)C (N'-(4-aminophenyl)-N,N-dimethylacetamidine), ClCC(=O)Cl (chloroacetyl chloride). As a reaction SMILES: [ClH:1].[Cl:2][CH2:3][C:4]([NH:6][C:7]1[CH:12]=[CH:11][C:10]([N:13]=[C:14]([N:16]([CH3:18])[CH3:17])[CH3:15])=[CH:9][CH:8]=1)=[O:5]>O1CCCC1>[NH2:6][C:7]1[CH:8]=[CH:9][C:10]([N:13]=[C:14]([N:16]([CH3:17])[CH3:18])[CH3:15])=[CH:11][CH:12]=1.[Cl:2][CH2:3][C:4]([Cl:1])=[O:5] |f:0.1|. Procedure: N'-(4-Chloroacetylaminophenyl)-N,N-dimethylacetamidine hydrochloride, used as the starting material in Step B of this example, is obtained by the acylation of 74.5 g of N'-(4-aminophenyl)-N,N-dimethylacetamidine with 54.7 g of chloroacetyl chloride in tetrahydrofuran to afford 104.7 g of the product. Upon recrystallization from alcohol the N'-(4-chloroacetylaminophenyl)-N,N-dimethylacetamidine hydrochloride has a melting point of 246°-247° C. Starting materials: ON\C(\C1=CC(=CC=C1)C(F)(F)F)=N/[H] ((Z)—N-hydroxy-3-(trifluoromethyl)benzimidamide), O=C1N(CCCC1(C1=CC=CC=C1)C1=CC=CC=C1)CC(=O)O (2-(2-oxo-3,3-diphenylpiperidin-1-yl)acetic acid), Cl.C(C)N=C=NCCCN(C)C (N1-((ethylimino)methylene)-N3,N3-dimethylpropane-1,3-diamine hydrochloride). Solvent: ClC(C)Cl (dichloroethane). Reaction conditions: temperature 85 celsius, time 8 hour. Product: C1(=CC=CC=C1)C1(C(N(CCC1)CC1=NC(=NO1)C1=CC(=CC=C1)C(F)(F)F)=O)C1=CC=CC=C1 (3,3-diphenyl-1-({3-[3-(trifluoromethyl)phenyl]-1,2,4-oxadiazol-5-yl}methyl)piperidin-2-one). RXN SMILES: [OH:1][NH:2]/[C:3](=[N:14]\[H])/[C:4]1[CH:9]=[CH:8][CH:7]=[C:6]([C:10]([F:13])([F:12])[F:11])[CH:5]=1.[O:16]=[C:17]1[C:22]([C:29]2[CH:34]=[CH:33][CH:32]=[CH:31][CH:30]=2)([C:23]2[CH:28]=[CH:27][CH:26]=[CH:25][CH:24]=2)[CH2:21][CH2:20][CH2:19][N:18]1[CH2:35][C:36](O)=O.Cl.C(N=C=NCCCN(C)C)C>ClC(Cl)C>[C:29]1([C:22]2([C:23]3[CH:24]=[CH:25][CH:26]=[CH:27][CH:28]=3)[CH2:21][CH2:20][CH2:19][N:18]([CH2:35][C:36]3[O:1][N:2]=[C:3]([C:4]4[CH:9]=[CH:8][CH:7]=[C:6]([C:10]([F:13])([F:12])[F:11])[CH:5]=4)[N:14]=3)[C:17]2=[O:16])[CH:34]=[CH:33][CH:32]=[CH:31][CH:30]=1 |f:2.3|. Reported procedure: A solution of (Z)—N-hydroxy-3-(trifluoromethyl)benzimidamide (0.155 g, 0.761 mmol), 2-(2-oxo-3,3-diphenylpiperidin-1-yl)acetic acid (0.214 g, 0.692 mmol; Example 68E) and N1-((ethylimino)methylene)-N3,N3-dimethylpropane-1,3-diamine hydrochloride (0.172 g, 0.899 mmol) were stirred together in dichloroethane (0.5 mL) at room temperature for 3 hours. The reaction was then heated to 85° C. and stirred overnight. The reaction was cooled, loaded onto a SF15-12 column (Analogix®) and the product eluted... The reactants are ClC1=C(C#N)C=CC(=N1)C (2-Chloro-6-methylnicotinonitrile), OC=1C=C(C=O)C=CC1 (3-hydroxybenzaldehyde), [F-].[K+] (potassium fluoride), O (water). The solvent is CN(C)C=O (DMF). Yields the product C(=O)C=1C=C(OC2=C(C#N)C=CC(=N2)C)C=CC1 (2-(3-formyl-phenoxy)-6-methyl-nicotinonitrile). Yield: 97.9%. As a reaction SMILES: Cl[C:2]1[N:9]=[C:8]([CH3:10])[CH:7]=[CH:6][C:3]=1[C:4]#[N:5].[OH:11][C:12]1[CH:13]=[C:14]([CH:17]=[CH:18][CH:19]=1)[CH:15]=[O:16].[F-].[K+].O>CN(C=O)C>[CH:15]([C:14]1[CH:13]=[C:12]([CH:19]=[CH:18][CH:17]=1)[O:11][C:2]1[N:9]=[C:8]([CH3:10])[CH:7]=[CH:6][C:3]=1[C:4]#[N:5])=[O:16] |f:2.3|. Procedure: 2-Chloro-6-methylnicotinonitrile (0.50 g, 3.3 mmol), 3-hydroxybenzaldehyde (0.40 g, 3.3 mmol) and potassium fluoride (0.57 g, 9.8 mmol) were heated with stirring in dry DMF (5 mL) at 120° C. for 7 h. The reaction mixture was cooled, poured into water and extracted with ethyl acetate. The ethyl acetate layer was separated, washed with 1N sodium hydroxide solution (4×), water (4×), brine (1×), and dried over MgSO4. After filtration, the solvent was removed in vacuo to yield 2-(3-formyl-phenoxy)-6-... Reactants: CO, O=C(O)c1cc(-c2cccc(F)c2)no1, COC(=O)c1cc(-c2cccc(F)c2)no1, NN, O=S(Cl)Cl. Product: NNC(=O)c1cc(-c2cccc(F)c2)no1. As a reaction SMILES: [CH3:38][OH:39].[F:17][c:18]1[cH:19][c:20](-[c:21]2[cH:22][c:23]([C:24]([OH:25])=[O:26])[o:27][n:28]2)[cH:29][cH:30][cH:31]1.[F:1][c:2]1[cH:3][c:4](-[c:8]2[n:9][o:10][c:11]([C:13]([O:15][CH3:14])=[O:16])[cH:12]2)[cH:5][cH:6][cH:7]1.[NH2:36][NH2:37].[S:32]([Cl:33])([Cl:34])=[O:35]>>[F:1][c:2]1[cH:3][c:4](-[c:8]2[n:9][o:10][c:11]([C:13](=[O:15])[NH:36][NH2:37])[cH:12]2)[cH:5][cH:6][cH:7]1. The reactants are BrC1=CC=CC(=N1)COC1OCCCC1 (6-bromo-2-[(tetrahydropyran-2-yl)oxymethyl]pyridine), C(C)(C)O (isopropyl alcohol). Yields the product C(C)(C)OC1=CC=CC(=N1)COC1OCCCC1 (6-Isopropoxy-2-[(tetrahydropyran-2-yl)oxymethyl]pyridine). RXN SMILES: Br[C:2]1[N:7]=[C:6]([CH2:8][O:9][CH:10]2[CH2:15][CH2:14][CH2:13][CH2:12][O:11]2)[CH:5]=[CH:4][CH:3]=1.[CH:16]([OH:19])([CH3:18])[CH3:17]>>[CH:16]([O:19][C:2]1[N:7]=[C:6]([CH2:8][O:9][CH:10]2[CH2:15][CH2:14][CH2:13][CH2:12][O:11]2)[CH:5]=[CH:4][CH:3]=1)([CH3:18])[CH3:17]. Procedure details: The title-compound was prepared from 6-bromo-2-[(tetrahydropyran-2-yl)oxymethyl]pyridine prepared following the procedure given for Example 11 part a and isopropyl alcohol following the procedure given for Example 11 part b, 1H NMR (250 MHz, CDCl3), δ 1.32 (6H, d, J=6.2 Hz, 2 of CH3), 1.6-1.9 (6H, Me, 3 of CH2), 3.56 (1H, m, CH2O), 3.91 (1H, m, CH2O), 4.53 (1H, d, J=13.7 Hz, CH2O), 4.76 (1H, d, J=13.6 Hz, CH2O), 4.79 (1H, m, CHO), 5.29 (1H, septet, J=6.2 Hz, CH), 6.55 (1H, d, J=8.2 Hz, Ar—H), 6.... The reactants are Brc1csc2ncccc12, N#C[Cu], CN(C)C=O, c1ccc(P(c2ccccc2)(c2ccccc2)[Pd](P(c2ccccc2)(c2ccccc2)c2ccccc2)(P(c2ccccc2)(c2ccccc2)c2ccccc2)P(c2ccccc2)(c2ccccc2)c2ccccc2)cc1. The product is N#Cc1csc2ncccc12. As a reaction SMILES: [Br:1][c:2]1[cH:3][s:4][c:5]2[n:6][cH:7][cH:8][cH:9][c:10]12.[Cu:11][C:12]#[N:13].[O:14]=[CH:15][N:16]([CH3:17])[CH3:18].[cH:19]1[cH:20][cH:21][c:22]([P:23]([Pd:24]([P:25]([c:26]2[cH:27][cH:28][cH:29][cH:30][cH:31]2)([c:32]2[cH:33][cH:34][cH:35][cH:36][cH:37]2)[c:38]2[cH:39][cH:40][cH:41][cH:42][cH:43]2)([P:44]([c:45]2[cH:46][cH:47][cH:48][cH:49][cH:50]2)([c:51]2[cH:52][cH:53][cH:54][cH:55][cH:56]2)[c:57]2[cH:58][cH:59][cH:60][cH:61][cH:62]2)[P:63]([c:64]2[cH:65][cH:66][cH:67][cH:68][cH:69]2)([c:70]2[cH:71][cH:72][cH:73][cH:74][cH:75]2)[c:76]2[cH:77][cH:78][cH:79][cH:80][cH:81]2)([c:82]2[cH:83][cH:84][cH:85][cH:86][cH:87]2)[c:88]2[cH:89][cH:90][cH:91][cH:92][cH:93]2)[cH:94][cH:95]1>>[c:2]1([C:12]#[N:13])[cH:3][s:4][c:5]2[n:6][cH:7][cH:8][cH:9][c:10]12. The reactants are ClC1=CC(=C(C=C1)O)C=CC1=NC=CC=C1 (4-chloro-2-[2-(pyridin-2-yl)vinyl]-phenol), O (water), C(=O)[O-].[NH4+] (ammonium formate). Reagents/catalysts: [Pd] (palladium on charcoal). The solvent is C(C)O (ethanol). Reaction conditions: temperature 60 celsius. The product is ClC1=CC(=C(C=C1)O)CCC1=NC=CC=C1 (4-chloro-2-[2-(pyridin-2-yl)ethyl]phenol). Yield: 90.7%. RXN SMILES: [Cl:1][C:2]1[CH:7]=[CH:6][C:5]([OH:8])=[C:4]([CH:9]=[CH:10][C:11]2[CH:16]=[CH:15][CH:14]=[CH:13][N:12]=2)[CH:3]=1.C([O-])=O.[NH4+].O>C(O)C.[Pd]>[Cl:1][C:2]1[CH:7]=[CH:6][C:5]([OH:8])=[C:4]([CH2:9][CH2:10][C:11]2[CH:16]=[CH:15][CH:14]=[CH:13][N:12]=2)[CH:3]=1 |f:1.2|. Procedure details: To a solution of 24.0 g (74.57 mmol) 4-chloro-2-[2-(pyridin-2-yl)vinyl]-phenol in 400 ml ethanol is added 1.0 g palladium on charcoal 10% followed by 23.5 g (373 mmol) ammonium formate. The reaction mixture is then heated in an oil bath at 60° C. for 6 hours under a nitrogen atmosphere. The reaction mixture is filtered through celite, and the filtrate evaporated in vacuo to leave a colorless solid. Distilled water is added to the residue, which is extracted with 500 ml and then 300 ml DCM. The o... Reactants: CCOC(=O)C(O)CCBr, CC(C)(C)OC(=O)NN, ClCCl, Cc1cccc(C)n1. Yields the product CCOC(=O)C(CCBr)NNC(=O)OC(C)(C)C. As a reaction SMILES: [Br:1][CH2:2][CH2:3][CH:4]([C:5](=[O:6])[O:7][CH2:8][CH3:9])[OH:10].[C:19]([CH3:20])([CH3:21])([CH3:22])[O:23][C:24]([NH:25][NH2:26])=[O:27].[Cl:28][CH2:29][Cl:30].[n:11]1[c:12]([CH3:13])[cH:14][cH:15][cH:16][c:17]1[CH3:18]>>[Br:1][CH2:2][CH2:3][CH:4]([C:5](=[O:6])[O:7][CH2:8][CH3:9])[NH:26][NH:25][C:24]([O:23][C:19]([CH3:20])([CH3:21])[CH3:22])=[O:27].